This data is from the Open Reaction Database (ORD), a public repository of structured organic reaction records. The task is: describe an organic reaction: reactants, conditions, products, and yield The reactants are Br, ClC(Cl)(Cl)Cl, CC(C)(C)C(=O)C=Cc1ccccc1, CN(C)C=O, [H-], [Na+], O, c1nc[nH]n1. Yields the product CC(C)(C)C(=O)C=C(c1ccccc1)n1cncn1. RXN SMILES: [Br:15].[C:23]([Cl:24])([Cl:25])([Cl:26])[Cl:27].[CH3:1][C:2]([CH3:3])([C:4]([CH:5]=[CH:6][c:7]1[cH:8][cH:9][cH:10][cH:11][cH:12]1)=[O:13])[CH3:14].[CH3:28][N:29]([CH3:30])[CH:31]=[O:32].[H-:21].[Na+:22].[OH2:33].[nH:16]1[n:17][cH:18][n:19][cH:20]1>>[CH3:1][C:2]([CH3:3])([C:4]([CH:5]=[C:6]([c:7]1[cH:8][cH:9][cH:10][cH:11][cH:12]1)[n:16]1[n:17][cH:18][n:19][cH:20]1)=[O:13])[CH3:14]. The reactants are C(C=C)N(C(OCC)=O)CC=O (N-allyl-N-(2-oxoethyl)carbamic acid, ethyl ester), C(C1=CC=CC=C1)NC(C(=O)O)CCC1OCCCO1 (2-benzylamino-4-(1,3-dioxan-2-yl)butyric acid). The solvent is C1(=CC=CC=C1)C (toluene). Product: C(C1=CC=CC=C1)N1C2CN(CC2CC1CCC1OCCCO1)C(=O)OCC ((1RS,3RS,5RS)-2-Benzyl-3-[2-(1,3-dioxan-2-yl)ethyl]-2,7-diazabicyclo[3.3.0]octane-7-carboxylic acid, ethyl ester). Isolated yield 70.5%. Reaction SMILES: [CH2:1]([N:4]([CH2:10][CH:11]=O)[C:5](=[O:9])[O:6][CH2:7][CH3:8])[CH:2]=[CH2:3].[CH2:13]([NH:20][CH:21]([CH2:25][CH2:26][CH:27]1[O:32][CH2:31][CH2:30][CH2:29][O:28]1)C(O)=O)[C:14]1[CH:19]=[CH:18][CH:17]=[CH:16][CH:15]=1>C1(C)C=CC=CC=1>[CH2:13]([N:20]1[CH:21]([CH2:25][CH2:26][CH:27]2[O:28][CH2:29][CH2:30][CH2:31][O:32]2)[CH2:3][CH:2]2[CH:11]1[CH2:10][N:4]([C:5]([O:6][CH2:7][CH3:8])=[O:9])[CH2:1]2)[C:14]1[CH:15]=[CH:16][CH:17]=[CH:18][CH:19]=1. Procedure: A mixture of N-allyl-N-(2-oxoethyl)carbamic acid, ethyl ester (Schenke, T.; Peterson, U. Eur. patent EPO393424A2, 1992) (0.203 g, 1.19 mmol) and 2-benzylamino-4-(1,3-dioxan-2-yl)butyric acid (0.330 g, 1.18 mmol) in anhydrous toluene (5 mL) was heated at reflux under argon for 24 h. After cooling, the solvents were removed in vacuo and the residue was purified by flash chromatography (silica gel, 50% EtOAc/petroleum ether) to give 0.3234 g (71%) of the title compound as a yellow oil. δH (360 MHz,... The reactants are OC1C(CC2=CC=C(C=C12)C)NC(OCC)=O (ethyl (1-hydroxy-6-methyl-2,3-dihydro-1H-inden-2-yl)carbamate), C(C)[SiH](CC)CC (triethylsilane). Solvent: ClCCCl (1,2-dichloroethane), O (water), ClCCCl (1,2-dichloroethane). Product: CC=1C=C2CC(CC2=CC1)NC(OCC)=O (ethyl (5-methyl-2,3-dihydro-1H-inden-2-yl)carbamate). The yield is 90.6%. Reaction SMILES: O[CH:2]1[C:10]2[C:5](=[CH:6][CH:7]=[C:8]([CH3:11])[CH:9]=2)[CH2:4][CH:3]1[NH:12][C:13](=[O:17])[O:14][CH2:15][CH3:16].C([SiH](CC)CC)C>ClCCCl.O>[CH3:11][C:8]1[CH:9]=[C:10]2[C:5](=[CH:6][CH:7]=1)[CH2:4][CH:3]([NH:12][C:13](=[O:17])[O:14][CH2:15][CH3:16])[CH2:2]2. Procedure: With stirring at room temperature, the compound (3.30 g, 13.9 mmol) obtained in step C, triethylsilane (4.4 ml, (27.8 mmol) and boron trifluoride-diethyl ether complex (3.4 ml, 27.8 mmol) dissolved in 1,2-dichloroethane (20 ml) were added to 1,2-dichloroethane (90 ml), and the mixture was stirred at 83° C. for 1 hr. After cooling to room temperature, the reaction mixture was diluted with water, and extracted with dichloromethane. The organic layer was washed with diluted aqueous sodium hydroxide... The reactants are N1CCOCC1 (morpholine), COC(=O)C=1C=CC(=NC1)C(=O)O (5-(methoxycarbonyl)pyridine-2-carboxylic acid). Run in C(C)(=O)OCC (ethyl acetate). Product: N1(CCOCC1)C(=O)C1=NC=C(C(=O)OC)C=C1 (methyl 6-(morpholine-4-carbonyl)nicotinate). As a reaction SMILES: [NH:1]1[CH2:6][CH2:5][O:4][CH2:3][CH2:2]1.[CH3:7][O:8][C:9]([C:11]1[CH:12]=[CH:13][C:14]([C:17](O)=[O:18])=[N:15][CH:16]=1)=[O:10]>C(OCC)(=O)C>[N:1]1([C:17]([C:14]2[CH:13]=[CH:12][C:11]([C:9]([O:8][CH3:7])=[O:10])=[CH:16][N:15]=2)=[O:18])[CH2:6][CH2:5][O:4][CH2:3][CH2:2]1. Procedure details: 63 mg of morpholine was coupled to 120 mg of 5-(methoxycarbonyl)pyridine-2-carboxylic acid via Procedure G. The reaction mixture was diluted with ethyl acetate, washed with saturated sodium bicarbonate and brine, dried (MgSO4) and evaporated to afford methyl 6-(morpholine-4-carbonyl)nicotinate. 180 mg of methyl 6-(morpholine-4-carbonyl)nicotinate was hydrolyzed via Procedure M to give 6-(morpholine-4-carbonyl)nicotinic acid. 100 mg of 4-chloro-3-(pyridine-2-yl)aniline was coupled to 6-(morpholin... Starting materials: CCO, COc1cccc2c1C=C(C(=O)O)CO2, [H][H]. Yields the product COc1cccc2c1CC(C(=O)O)CO2. Reaction SMILES: [CH3:18][CH2:19][OH:20].[CH3:1][O:2][c:3]1[cH:4][cH:5][cH:6][c:7]2[c:8]1[CH:9]=[C:10]([C:13](=[O:14])[OH:15])[CH2:11][O:12]2.[H:16][H:17]>>[CH3:1][O:2][c:3]1[cH:4][cH:5][cH:6][c:7]2[c:8]1[CH2:9][CH:10]([C:13](=[O:14])[OH:15])[CH2:11][O:12]2.